Dataset: the Open Reaction Database (ORD), a public repository of structured organic reaction records. Task: describe an organic reaction: reactants, conditions, products, and yield The reactants are C(=O)(OCC1=CC=CC=C1)N1[C@H](C(=O)O)CC(C1)(CC1=CC=NC=C1)O (N-carbobenzyloxy-4-hydroxy-4-[(4-pyridyl)-methyl]-L-proline), C(=O)(OCC1=CC=CC=C1)N1[C@H](C(=O)O)CC(C1)(CC1=CC=NC=C1)O (N-Carbobenzyloxy-4-hydroxy-4-[(4-pyridyl)methyl]-L-proline), C(C)(=O)SC1(N(CC=C1C(C)=O)CC=1OC=CC1)C(=O)O (2-(Acetylthio)-1-oxoethyl-[(2-furyl)-methyl]-2,5-dihydro-1H-pyrrole-2-carboxylic acid). The product is OC1(C[C@H](NC1)C(=O)O)CC1=CC=NC=C1 (4-hydroxy-4-[(4-pyridyl)methyl]-L-proline). As a reaction SMILES: C([N:11]1[CH2:18][C:17]([OH:26])([CH2:19][C:20]2[CH:25]=[CH:24][N:23]=[CH:22][CH:21]=2)[CH2:16][C@H:12]1[C:13]([OH:15])=[O:14])(OCC1C=CC=CC=1)=O.C(SC1(C(O)=O)C(C(=O)C)=CCN1CC1OC=CC=1)(=O)C>>[OH:26][C:17]1([CH2:19][C:20]2[CH:25]=[CH:24][N:23]=[CH:22][CH:21]=2)[CH2:18][NH:11][C@H:12]([C:13]([OH:15])=[O:14])[CH2:16]1. Procedure: The N-carbobenzyloxy-4-hydroxy-4-[(4-pyridyl)-methyl]-L-proline from part (a) is hydrogenated according to the procedure of Example 1 (b) to yield 4-hydroxy-4-[(4-pyridyl)methyl]-L-proline. This amino acid is reacted with D-3-acetylthio-2-methylpropionyl chloride according to the procedure of Example 1 (c) to yield [1(S)]-1-[3-(acetylthio)-2-methyl-1-oxopropyl]-4-hydroxy-4-[(4-pyridyl)methyl]-L-proline. Starting materials: C(C1=CC=CC=C1)OC1=C(N=C2C(OCCN2C1=O)(C)C)C(NC)=S (3-(benzyloxy)-N,9,9-trimethyl-4-oxo-4,6,7,9-tetrahydropyrimido[2,1-c][1,4]oxazine-2-carbothioamide), CI (MeI), CN(C)C=O (DMF), FC1=CC=C(C=C1)CC(=O)NN (2-(4-Fluorophenyl)acetohydrazide). The solvent is C(C)#N (acetonitrile). Reaction conditions: temperature 50 celsius, time 16 hour. The product is FC1=CC=C(CC=2N(C(=NN2)C=2N=C3C(OCCN3C(C2O)=O)(C)C)C)C=C1 (2-(5-(4-Fluorobenzyl)-4-methyl-4H-1,2,4-triazol-3-yl)-3-hydroxy-9,9-dimethyl-6,7-dihydropyrimido[2,1-c][1,4]oxazin-4(9H)-one). Yield: 22.4%. Reaction SMILES: C([O:8][C:9]1[C:18](=[O:19])[N:17]2[C:12]([C:13]([CH3:21])([CH3:20])[O:14][CH2:15][CH2:16]2)=[N:11][C:10]=1[C:22](=S)[NH:23][CH3:24])C1C=CC=CC=1.CI.[F:28][C:29]1[CH:34]=[CH:33][C:32]([CH2:35][C:36]([NH:38][NH2:39])=O)=[CH:31][CH:30]=1.CN(C=O)C>C(#N)C>[F:28][C:29]1[CH:30]=[CH:31][C:32]([CH2:35][C:36]2[N:23]([CH3:24])[C:22]([C:10]3[N:11]=[C:12]4[N:17]([C:18](=[O:19])[C:9]=3[OH:8])[CH2:16][CH2:15][O:14][C:13]4([CH3:20])[CH3:21])=[N:39][N:38]=2)=[CH:33][CH:34]=1. Reported procedure: To a solution of 3-(benzyloxy)-N,9,9-trimethyl-4-oxo-4,6,7,9-tetrahydropyrimido[2,1-c][1,4]oxazine-2-carbothioamide (0.1 g, 0.278 mmol, 1.0 equiv) in acetonitrile (0.9 mL) under a nitrogen atmosphere, was added MeI (0.070 mL, 1.11 mmol, 4 equiv). The reaction was heated at 50° C. (oil bath) for 45 min. The reaction was then cooled to ambient temperature and concentrated in vacuo. 2-(4-Fluorophenyl)acetohydrazide (0.14 g, 0.84 mmol, 3 equiv) was then added to the residue followed by DMF (2 mL) an... The reactants are CC(CC)=O (2-butanone), [Li+].CC(C)[N-]C(C)C (LDA), SC=1SC=CN1 (2-mercaptothiazole). Run in C1CCOC1 (THF), CCOCC (ether), C1CCOC1 (THF). Reaction conditions: temperature -78 celsius, time 2 hour. The product is [Li+].CC(C)[N-]C(C)C (LDA), SC=1SC(=CN1)C(C)(CC)O (2-(2-Mercapto-1,3-thiazole-5-yl)butan-2-ol). RXN SMILES: [Li+:1].[CH3:2][CH:3]([N-:5][CH:6]([CH3:8])[CH3:7])[CH3:4].[SH:9][C:10]1[S:11][CH:12]=[CH:13][N:14]=1.[CH3:15][C:16](=[O:19])[CH2:17][CH3:18]>C1COCC1.CCOCC>[Li+:1].[CH3:2][CH:3]([N-:5][CH:6]([CH3:8])[CH3:7])[CH3:4].[SH:9][C:10]1[S:11][C:12]([C:16]([OH:19])([CH2:17][CH3:18])[CH3:15])=[CH:13][N:14]=1 |f:0.1,6.7|. Procedure details: A solution of LDA (59 mmol) in THF was prepared at −10° C. and cooled to −78° C. To the LDA was added a solution of 2-mercaptothiazole (3.00 g, 25.6 mmol) in 5 mL of THF. After 15-20 min of stirring a solution of 2-butanone (2.23 mL, 38.4 mmol) was added, and the reaction mixture was stirred at −78° C. for 2 h. The reaction mixture was diluted with ether and washed successively with aq. 2N HCl, H2O and brine, dried over MgSO4, filtered and concentrated. The crude product was washed with Et2O to ... The reactants are CO, Cl, CN1CCN(c2cc(-c3ccc4c(c3)CN(C(=O)OC(C)(C)C)CC4)nc(N)n2)CC1, C1COCCO1. Yields the product Cl, CN1CCN(c2cc(-c3ccc4c(c3)CNCC4)nc(N)n2)CC1. RXN SMILES: [CH3:39][OH:40].[ClH:1].[NH2:2][c:3]1[n:4][c:5]([N:26]2[CH2:27][CH2:28][N:29]([CH3:32])[CH2:30][CH2:31]2)[cH:6][c:7](-[c:9]2[cH:10][cH:11][c:12]3[c:17]([cH:18]2)[CH2:16][N:15]([C:19]([O:20][C:21]([CH3:22])([CH3:23])[CH3:24])=[O:25])[CH2:14][CH2:13]3)[n:8]1.[O:33]1[CH2:34][CH2:35][O:36][CH2:37][CH2:38]1>>[ClH:1].[NH2:2][c:3]1[n:4][c:5]([N:26]2[CH2:27][CH2:28][N:29]([CH3:32])[CH2:30][CH2:31]2)[cH:6][c:7](-[c:9]2[cH:10][cH:11][c:12]3[c:17]([cH:18]2)[CH2:16][NH:15][CH2:14][CH2:13]3)[n:8]1. Reactants: [BH4-], CCO, CC(C)(C)OC(=O)N1CCC2(C=Nc3ccc(Cl)cc32)CC1, [Na+]. Product: CC(C)(C)OC(=O)N1CCC2(CC1)CNc1ccc(Cl)cc12. Reaction SMILES: [BH4-:1].[CH3:25][CH2:26][OH:27].[Cl:3][c:4]1[cH:5][c:6]2[c:10]([cH:11][cH:12]1)[N:9]=[CH:8][C:7]21[CH2:13][CH2:14][N:15]([C:18](=[O:19])[O:20][C:21]([CH3:22])([CH3:23])[CH3:24])[CH2:16][CH2:17]1.[Na+:2]>>[Cl:3][c:4]1[cH:5][c:6]2[c:10]([cH:11][cH:12]1)[NH:9][CH2:8][C:7]21[CH2:13][CH2:14][N:15]([C:18](=[O:19])[O:20][C:21]([CH3:22])([CH3:23])[CH3:24])[CH2:16][CH2:17]1.